Dataset: the Open Reaction Database (ORD), a public repository of structured organic reaction records. Task: describe an organic reaction: reactants, conditions, products, and yield The yield is 76.0%. The product is N12C[C@@H](C(CC1)CC2)NC(C2=CC=C(C=C2)OC2=CC=CC=C2)=O (N-[(3R)-1-azabicyclo[2.2.2]oct-3-yl]-4-phenoxybenzamide). Procedure details: TEA (50 μL, 0.35 mmol) is added to a suspension of 4-phenoxybenzoic acid (75 mg, 0.35 mmol) in CH2Cl2 (1 mL). Diphenylchlorophosphate (62 μL, 0.3 mmol) is added and the resulting solution is stirred at room temperature for 30 minutes. A solution of (R)-3-aminoquinuclidine (1M in DMF, 0.2 mL, 0.2 mmol) is added and the resulting solution is stirred overnight at room temperature. MeOH is added and the mixture is poured through a column of AG50W×2 ion exchange resin (H+ form). The resin is washed w... The solvent is C(Cl)Cl (CH2Cl2). Reaction conditions: time 30 minute. Reactants: N[C@H]1CN2CCC1CC2 ((R)-3-aminoquinuclidine), CO (MeOH), TEA, O(C1=CC=CC=C1)C1=CC=C(C(=O)O)C=C1 (4-phenoxybenzoic acid), C1(=CC=CC=C1)OP(=O)(OC1=CC=CC=C1)Cl (Diphenylchlorophosphate). Reaction SMILES: [O:1]([C:8]1[CH:16]=[CH:15][C:11]([C:12]([OH:14])=O)=[CH:10][CH:9]=1)[C:2]1[CH:7]=[CH:6][CH:5]=[CH:4][CH:3]=1.C1(OP(Cl)(OC2C=CC=CC=2)=O)C=CC=CC=1.[NH2:34][C@@H:35]1[CH:40]2[CH2:41][CH2:42][N:37]([CH2:38][CH2:39]2)[CH2:36]1.CO>C(Cl)Cl>[N:37]12[CH2:42][CH2:41][CH:40]([CH2:39][CH2:38]1)[C@@H:35]([NH:34][C:12](=[O:14])[C:11]1[CH:10]=[CH:9][C:8]([O:1][C:2]3[CH:3]=[CH:4][CH:5]=[CH:6][CH:7]=3)=[CH:16][CH:15]=1)[CH2:36]2. Reactants: C(=O)(OC)[C@H](CCSC)NC(C1=CC(=CC=C1)CN=[N+]=[N-])=O (N-(1(S)-carbomethoxy-3-methylthiopropyl)3-azidomethylbenzamide), [H][H] (Hydrogen). Reagents/catalysts: [Pd] (palladium on carbon). Solvent: CO (methanol). The product is C(=O)(OC)[C@H](CCSC)NC(C1=CC(=CC=C1)CN)=O (N-(1(S)-carbomethoxy-3-methylthiopropyl)3-aminomethylbenzamide). RXN SMILES: [C:1]([C@@H:5]([NH:10][C:11](=[O:22])[C:12]1[CH:17]=[CH:16][CH:15]=[C:14]([CH2:18][N:19]=[N+]=[N-])[CH:13]=1)[CH2:6][CH2:7][S:8][CH3:9])([O:3][CH3:4])=[O:2].[H][H]>CO.[Pd]>[C:1]([C@@H:5]([NH:10][C:11](=[O:22])[C:12]1[CH:17]=[CH:16][CH:15]=[C:14]([CH2:18][NH2:19])[CH:13]=1)[CH2:6][CH2:7][S:8][CH3:9])([O:3][CH3:4])=[O:2]. Procedure details: To a solution of the product from Step B (11.8 g, 35.08 mmol) in 150 mL of methanol under nitrogen was added 1.5 g 10% palladium on carbon. Hydrogen was applied to the mixture at 1 atmosphere for 1.5 h. The reaction mixture was filtered and concentrated in vacuo to obtain 10.3 g (34.76 mmol) of crude product as an oil. The crude product was chromatographed on 500 g of silica gel with chloroform/methanol 95/5 as eluant to afford the title compound as an oil. 1HNMR (300 MHz, CDCl3)δ7.78 (1H, s), 7... Starting materials: BrCC#N (Bromoacetonitrile), C(C)(C)N(C(C)C)CC (N,N-diisopropylethylamine), N(=[N+]=[N-])CC(C[C@@H](C(=O)O)NC(=O)OC(C)(C)C)SSC ((S)-5-azido-2-tert-butoxycarbonylamino-4-methyldisulfanyl-pentanoic acid), N(=[N+]=[N-])CC(C[C@@H](C(=O)O)NC(=O)OC(C)(C)C)SSC ((S)-5-azido-2-tert-butoxycarbonylamino-4-methyldisulfanyl-pentanoic acid). The solvent is C(C)#N (acetonitrile). Conditions: time 5 hour. The product is C(#N)COC([C@H](CC(CN=[N+]=[N-])SSC)NC(=O)OC(C)(C)C)=O ((S)-5-azido-2-tert-butoxycarbonylamino-4-methyldisulfanyl-pentanoic acid cyanomethyl ester). The yield is 96.7%. RXN SMILES: Br[CH2:2][C:3]#[N:4].C(N(CC)C(C)C)(C)C.[N:14]([CH2:17][CH:18]([S:32][S:33][CH3:34])[CH2:19][C@H:20]([NH:24][C:25]([O:27][C:28]([CH3:31])([CH3:30])[CH3:29])=[O:26])[C:21]([OH:23])=[O:22])=[N+:15]=[N-:16]>C(#N)C>[C:3]([CH2:2][O:23][C:21](=[O:22])[C@@H:20]([NH:24][C:25]([O:27][C:28]([CH3:30])([CH3:29])[CH3:31])=[O:26])[CH2:19][CH:18]([S:32][S:33][CH3:34])[CH2:17][N:14]=[N+:15]=[N-:16])#[N:4]. Procedure details: Bromoacetonitrile (45 μl, 0.669 mmol) and N,N-diisopropylethylamine (58 μl, 0.334 mmol) were added to a solution of (S)-5-azido-2-tert-butoxycarbonylamino-4-methyldisulfanyl-pentanoic acid (Compound 35) (75 mg, 0.223 mmol) in acetonitrile (2 ml), and the reaction solution was stirred at room temperature for 5 hours. The reaction mixture was extracted with ethyl acetate/saturated ammonium chloride, and the organic layer was washed with brine. The organic layer was dried over anhydrous sodium sulf...